From a dataset of the Open Reaction Database (ORD), a public repository of structured organic reaction records. describe an organic reaction: reactants, conditions, products, and yield Run in COCCOC (DME). Reactants: NC1=NC(=C(C(=N1)C1=CC2=C(OCO2)C=C1)C#N)S(=O)(=O)C (2-amino-4-benzo [1,3]dioxol-5-yl-6-methanesulfonyl-pyrimidine-5-carbonitrile), C1(=CC=CC=C1)CCCN (3-phenylpropylamine). As a reaction SMILES: [NH2:1][C:2]1[N:7]=[C:6]([C:8]2[CH:16]=[CH:15][C:11]3[O:12][CH2:13][O:14][C:10]=3[CH:9]=2)[C:5]([C:17]#[N:18])=[C:4](S(C)(=O)=O)[N:3]=1.[C:23]1([CH2:29][CH2:30][CH2:31][NH2:32])[CH:28]=[CH:27][CH:26]=[CH:25][CH:24]=1>COCCOC>[NH2:1][C:2]1[N:7]=[C:6]([C:8]2[CH:16]=[CH:15][C:11]3[O:12][CH2:13][O:14][C:10]=3[CH:9]=2)[C:5]([C:17]#[N:18])=[C:4]([NH:32][CH2:31][CH2:30][CH2:29][C:23]2[CH:28]=[CH:27][CH:26]=[CH:25][CH:24]=2)[N:3]=1. Procedure details: From 2-amino-4-benzo [1,3]dioxol-5-yl-6-methanesulfonyl-pyrimidine-5-carbonitrile and 3-phenylpropylamine in DME. ES-MS m/e (%): 374 (M+H+, 100). Yields the product NC1=NC(=C(C(=N1)C1=CC2=C(OCO2)C=C1)C#N)NCCCC1=CC=CC=C1 (2-Amino-4-benzo[1,3]dioxol-5-yl-6-(3-phenyl-propylamino)-pyrimidine-5-carbonitrile). Starting materials: N1=CC=CC=C1 (pyridine), ClCC(=O)Cl (chloroacetyl chloride), C(C)N(CC)N(C=1SC=2C(N1)=CC=1N=C(SC1C2)N)C(C)=O (2-(diethylamino-acetylamino)6-amino-benzo[1,2-d:5,4-d']bisthiazole), O (water). Run in CN(C=O)C (dimethylformamide). Yields the product C(C)N(CC)N(C=1SC=2C(N1)=CC=1N=C(SC1C2)NC(CCl)=O)C(C)=O (2-(Diethylamino-acetylamino)-6-(chloroacetylamino)-benzo[1,2-d:5,4-d']bisthiazole). As a reaction SMILES: [Cl:1][CH2:2][C:3](Cl)=[O:4].[CH2:6]([N:8]([N:11]([C:25](=[O:27])[CH3:26])[C:12]1[S:13][C:14]2[C:15](=[CH:17][C:18]3[N:19]=[C:20]([NH2:24])[S:21][C:22]=3[CH:23]=2)[N:16]=1)[CH2:9][CH3:10])[CH3:7].O.N1C=CC=CC=1>CN(C)C=O>[CH2:6]([N:8]([N:11]([C:25](=[O:27])[CH3:26])[C:12]1[S:13][C:14]2[C:15](=[CH:17][C:18]3[N:19]=[C:20]([NH:24][C:3](=[O:4])[CH2:2][Cl:1])[S:21][C:22]=3[CH:23]=2)[N:16]=1)[CH2:9][CH3:10])[CH3:7]. Procedure: 500 mgm of chloroacetyl chloride were added to a stirred solution of 950 gm of 2-(diethylamino-acetylamino)6-amino-benzo[1,2-d:5,4-d']bisthiazole in 5 ml of dimethylformamide at 0° to 5° C. The mixture was heated for 30 minutes on a waterbath, then cooled, admixed with 50 ml of water and made alkaline with pyridine. The resulting precipitate was collected, washed and recrystallized from dimethylformamide.